Dataset: the Open Reaction Database (ORD), a public repository of structured organic reaction records. Task: describe an organic reaction: reactants, conditions, products, and yield The reactants are C(=O)(C(F)(F)F)O.C(Cl)Cl (TFA CH2Cl2), FC1=C(C(=CC=C1)F)C1=C(C=CC(=N1)C(=O)NC=1C=NC=CC1[C@@H]1C[C@@H]([C@H]([C@@H](C1)NC(OC(C)(C)C)=O)SC)C)F (tert-butyl (1R,2R,3S,5R)-5-(3-(6-(2,6-difluorophenyl)-5-fluoropicolinamido)pyridin-4-yl)-3-methyl-2-(methylthio)cyclohexylcarbamate), OOS(=O)[O-].[K+] (oxone). Solvent: CCOC(=O)C (EtOAc), C1CCOC1 (THF), O (H2O). Run at temperature 0 celsius, time 5 minute. The product is N[C@@H]1C[C@@H](C[C@@H]([C@H]1[S@@](=O)C)C)C1=C(C=NC=C1)NC(C1=NC(=C(C=C1)F)C1=C(C=CC=C1F)F)=O (N-(4-((1R,3R,4R,5S)-3-amino-5-methyl-4-((S)-methylsulfinyl)cyclohexyl)pyridin-3-yl)-6-(2,6-difluorophenyl)-5-fluoropicolinamide). Yield: 33.0%. RXN SMILES: [F:1][C:2]1[CH:7]=[CH:6][CH:5]=[C:4]([F:8])[C:3]=1[C:9]1[N:14]=[C:13]([C:15]([NH:17][C:18]2[CH:19]=[N:20][CH:21]=[CH:22][C:23]=2[C@H:24]2[CH2:29][C@@H:28]([NH:30]C(=O)OC(C)(C)C)[C@H:27]([S:38][CH3:39])[C@@H:26]([CH3:40])[CH2:25]2)=[O:16])[CH:12]=[CH:11][C:10]=1[F:41].[OH:42]OS([O-])=O.[K+].C(O)(C(F)(F)F)=O.C(Cl)Cl>C1COCC1.O.CCOC(C)=O>[NH2:30][C@H:28]1[C@H:27]([S@:38]([CH3:39])=[O:42])[C@@H:26]([CH3:40])[CH2:25][C@@H:24]([C:23]2[CH:22]=[CH:21][N:20]=[CH:19][C:18]=2[NH:17][C:15](=[O:16])[C:13]2[CH:12]=[CH:11][C:10]([F:41])=[C:9]([C:3]3[C:2]([F:1])=[CH:7][CH:6]=[CH:5][C:4]=3[F:8])[N:14]=2)[CH2:29]1 |f:1.2,3.4|. Reported procedure: To a solution of tert-butyl (1R,2R,3S,5R)-5-(3-(6-(2,6-difluorophenyl)-5-fluoropicolinamido)pyridin-4-yl)-3-methyl-2-(methylthio)cyclohexylcarbamate (1.0 equiv.) in THF (0.05 M) in a 0° C. bath was added the oxone (1.0 equiv.) as a solution in H2O. The solution was left stirring at 0° C. for 5 mins. The solution was diluted with EtOAc, washed with H2O, NaCl(sat), dried over MgSO4, filtered, concentrated to yield Boc protected product. The material was treated with 25% TFA/CH2Cl2 for 30 minutes, ... Starting materials: C=CCC(CC)(CC)C(=O)Cl, CC1C=CC2=CCCC(O)C2C1CCC1CC(C(C)(C)C)C(O[SiH](C)C)C(=O)O1. Product: C=CCC(CC)(CC)C(=O)OC1CCC=C2C=CC(C)C(CCC3CC(C(C)(C)C)C(O[SiH](C)C)C(=O)O3)C21. RXN SMILES: [CH2:30]([CH3:31])[C:32]([C:33](=[O:34])[Cl:35])([CH2:36][CH:37]=[CH2:38])[CH2:39][CH3:40].[OH:1][CH:2]1[CH2:3][CH2:4][CH:5]=[C:6]2[CH:7]=[CH:8][CH:9]([CH3:29])[CH:10]([CH2:12][CH2:13][CH:14]3[CH2:15][CH:16]([C:25]([CH3:26])([CH3:27])[CH3:28])[CH:17]([O:21][SiH:22]([CH3:23])[CH3:24])[C:18](=[O:20])[O:19]3)[CH:11]12>>[O:1]([CH:2]1[CH2:3][CH2:4][CH:5]=[C:6]2[CH:7]=[CH:8][CH:9]([CH3:29])[CH:10]([CH2:12][CH2:13][CH:14]3[CH2:15][CH:16]([C:25]([CH3:26])([CH3:27])[CH3:28])[CH:17]([O:21][SiH:22]([CH3:23])[CH3:24])[C:18](=[O:20])[O:19]3)[CH:11]12)[C:33]([C:32]([CH2:30][CH3:31])([CH2:36][CH:37]=[CH2:38])[CH2:39][CH3:40])=[O:34]. The reactants are [N+](=O)([O-])[O-].[K+] (potassium nitrate), P.2 4-Nitrobenzisothiazole, [N+](=O)([O-])C=1C=CC2=C(C=NS2)C1 (5-nitrobenzisothiazole), [N+](=O)([O-])C1=CC=CC=2C=NSC21 (7-nitrobenzisothiazole), S1N=CC2=C1C=CC=C2 (benzisothiazole). Solvent: S(O)(O)(=O)=O (sulfuric acid). Run at temperature -40 celsius, time 15 hour. Yields the product [N+](=O)([O-])C1=CC=CC2=C1C=NS2 (4-nitrobenzisothiazole), [N+](=O)([O-])C=1C=CC2=C(C=NS2)C1 (5-nitrobenzisothiazole), [N+](=O)([O-])C1=CC=CC=2C=NSC21 (7-nitrobenzisothiazole). Reaction SMILES: [N+:1]([C:4]1[CH:5]=[CH:6][C:7]2[S:11][N:10]=[CH:9][C:8]=2[CH:12]=1)([O-:3])=[O:2].[N+:13]([C:16]1[C:24]2[S:23][N:22]=[CH:21][C:20]=2[CH:19]=[CH:18][CH:17]=1)([O-:15])=[O:14].S1C2C=CC=CC=2C=N1.[N+]([O-])([O-])=O.[K+]>S(=O)(=O)(O)O>[N+:13]([C:12]1[C:8]2[CH:9]=[N:10][S:11][C:7]=2[CH:6]=[CH:5][CH:4]=1)([O-:15])=[O:14].[N+:1]([C:4]1[CH:5]=[CH:6][C:7]2[S:11][N:10]=[CH:9][C:8]=2[CH:12]=1)([O-:3])=[O:2].[N+:13]([C:16]1[C:24]2[S:23][N:22]=[CH:21][C:20]=2[CH:19]=[CH:18][CH:17]=1)([O-:15])=[O:14] |f:3.4|. Procedure: P.2 4-Nitrobenzisothiazole, 5-nitrobenzisothiazole and 7-nitrobenzisothiazole 300 g of benzisothiazole are added, with cooling, to 750 ml of concentrated sulfuric acid, the solution is cooled to -40° C., and 227.5 g of potassium nitrate are added in portions, in such a manner that the temperature does not rise above room temperature. After standing at room temperature for 15 hours, the reaction mixture is poured onto ice and the solid portion is filtered off and dried. The product is chromatogra... Reactants: CC(=O)c1ccc2c(c1)N(CCN1CCC(N(C(=O)[O-])C(C)(C)C)CC1)C(=O)CO2, N#Cc1ccc2ccc(=O)n(CCN3CCC(N)CC3)c2c1. The product is CC(=O)c1ccc2c(c1)N(CCN1CCC(N)CC1)C(=O)CO2. Reaction SMILES: [C:1]([N:5]([C:2](=[O:3])[O-:4])[CH:9]1[CH2:10][CH2:11][N:12]([CH2:15][CH2:16][N:17]2[C:18](=[O:30])[CH2:19][O:20][c:21]3[c:22]2[cH:23][c:24]([C:27]([CH3:28])=[O:29])[cH:25][cH:26]3)[CH2:13][CH2:14]1)([CH3:6])([CH3:7])[CH3:8].[NH2:31][CH:32]1[CH2:33][CH2:34][N:35]([CH2:36][CH2:37][n:38]2[c:39]3[c:40]([cH:41][cH:42][c:43]([C:44]#[N:45])[cH:46]3)[cH:47][cH:48][c:49]2=[O:50])[CH2:51][CH2:52]1>>[NH2:5][CH:9]1[CH2:10][CH2:11][N:12]([CH2:15][CH2:16][N:17]2[C:18](=[O:30])[CH2:19][O:20][c:21]3[c:22]2[cH:23][c:24]([C:27]([CH3:28])=[O:29])[cH:25][cH:26]3)[CH2:13][CH2:14]1.